From a dataset of the Open Reaction Database (ORD), a public repository of structured organic reaction records. describe an organic reaction: reactants, conditions, products, and yield Starting materials: C1CCOC1 (THF), C1(=CC=CC=C1)C=1NC2=CC=CC=C2C1 (2-phenylindole), [H-].[Na+] (NaH), CI (MeI). Solvent: O (water). Run at temperature 65 celsius, time 3 hour. The product is CN1C(=CC2=CC=CC=C12)C1=CC=CC=C1 (1-methyl-2-phenylindole). The yield is 79.0%. RXN SMILES: [CH2:1]1COCC1.[C:6]1([C:12]2[NH:13][C:14]3[C:19]([CH:20]=2)=[CH:18][CH:17]=[CH:16][CH:15]=3)[CH:11]=[CH:10][CH:9]=[CH:8][CH:7]=1.[H-].[Na+].CI>O>[CH3:1][N:13]1[C:14]2[C:19](=[CH:18][CH:17]=[CH:16][CH:15]=2)[CH:20]=[C:12]1[C:6]1[CH:11]=[CH:10][CH:9]=[CH:8][CH:7]=1 |f:2.3|. Procedure details: A solution of dry THF containing 2-phenylindole (1 mmole) was added NaH (1.1 mmole) and MeI (1.2 mmole, dropwise), and the reaction mixture was stirred at 65° C. for 3 h. After cooling to room temperature, the reaction mixture was poured into water and extracted with ether. The extracts was dried (MgSO4) and evaporated under reduced pressure to give yellow-orange solid. Further purification by column chromatography on silica gel with hexane as an eluent gave a pale yellow solid of 1-methyl-2-phe... Starting materials: COC(=O)c1cc(F)c(Br)cc1F, C[O-], [Na+], CN(C)C=O. The product is COC(=O)c1cc(F)c(Br)cc1OC. As a reaction SMILES: [Br:1][c:2]1[cH:3][c:4]([F:13])[c:5]([C:6](=[O:7])[O:8][CH3:9])[cH:10][c:11]1[F:12].[CH3:14][O-:15].[Na+:16].[O:17]=[CH:18][N:19]([CH3:20])[CH3:21]>>[Br:1][c:2]1[cH:3][c:4]([O:15][CH3:14])[c:5]([C:6](=[O:7])[O:8][CH3:9])[cH:10][c:11]1[F:12]. Yields the product FC1=C(C=CC(=C1)[N+](=O)[O-])N1N=C(N=C1)C (1-(2-Fluoro-4-nitro-phenyl)-3-methyl-1,2,4-triazole). Starting materials: CC1=NNC=N1 (3-Methyl-1,2,4-triazole), FC=1C=C(C=CC1F)[N+](=O)[O-] (3,4-difluoronitrobenzene), FC1=C(C=CC(=C1)[N+](=O)[O-])N1N=NC(=C1)C (1-(2-Fluoro-4-nitro-phenyl)-4-methyl-[1,2,3]-triazole). Isolated yield 44.7%. Procedure details: 3-Methyl-1,2,4-triazole (34.5 g, 0.416 mol) and 3,4-difluoronitrobenzene (46 ml, 0.416 mol) were reacted as described for Intermediate 22. Chromatography on silica gel with 5-50% ethyl acetate in hexanes and recrystallisation from ethyl acetate/hexanes gave the title compound as light yellow crystals (41.3 g), m.p. 113.8° C.-114.3° C. The other two isomers were also isolated. As a reaction SMILES: [CH3:1][C:2]1[N:6]=[CH:5][NH:4][N:3]=1.[F:7][C:8]1[CH:9]=[C:10]([N+:15]([O-:17])=[O:16])[CH:11]=[CH:12][C:13]=1F.FC1C=C([N+]([O-])=O)C=CC=1N1C=C(C)N=N1>>[F:7][C:8]1[CH:9]=[C:10]([N+:15]([O-:17])=[O:16])[CH:11]=[CH:12][C:13]=1[N:4]1[CH:5]=[N:6][C:2]([CH3:1])=[N:3]1. Yield: 72.0%. Conditions: temperature 25 celsius, time 16 hour. Starting materials: C(C#CCCCCCCCCCCCC)#N (2 -pentadecynenitrile), Cl.NO (hydroxylamine hydrochloride), [OH-].[Na+] (NaOH). The product is NC1=NOC(=C1)CCCCCCCCCCCC (3-amino-5-dodecyl-isoxazole). Reported procedure: A solution of 2 -pentadecynenitrile (2.9 g, 13.2 mmol) in ethanol (60 mL) was added to a stirred solution of hydroxylamine hydrochloride (1.1 g, 15.8 mmol) in 1.0 N NaOH (29.1 mL, 29.1 mmol). The resulting mixture was stirred for 16 hours (25° C.). The resulting slurry was filtered and the crystals were washed with cold water and dried in a vacuum oven at 40° C. (24 hours) to yield 2.4 g (71.9%) of 3-amino-5-dodecyl-isoxazole as white platelets; m.p. 79.5°-81° C. Run in C(C)O (ethanol). RXN SMILES: [C:1](#[N:16])[C:2]#[C:3][CH2:4][CH2:5][CH2:6][CH2:7][CH2:8][CH2:9][CH2:10][CH2:11][CH2:12][CH2:13][CH2:14][CH3:15].Cl.[NH2:18][OH:19].[OH-].[Na+]>C(O)C>[NH2:16][C:1]1[CH:2]=[C:3]([CH2:4][CH2:5][CH2:6][CH2:7][CH2:8][CH2:9][CH2:10][CH2:11][CH2:12][CH2:13][CH2:14][CH3:15])[O:19][N:18]=1 |f:1.2,3.4|. The reactants are COC1=CC=C2C=C(C=C(C2=C1)NCCCN1C(C2=CC=CC=C2C1=O)=O)C1=NC(=NC=C1)NC (2-(3-((7-methoxy-3-(2-(methylamino)pyrimidin-4-yl)naphthalen-1-yl)amino)propyl)isoindoline-1,3-dione), O.NN (hydrazine hydrate). Solvent: C(C)O (ethanol). Conditions: temperature 80 celsius. Product: COC1=CC=C2C=C(C=C(C2=C1)NCCCN)C1=NC(=NC=C1)NC (N1-(7-methoxy-3-(2-(methylamino)pyrimidin-4-yl)naphthalen-1-yl) propane-1,3-diamine). RXN SMILES: [CH3:1][O:2][C:3]1[CH:12]=[C:11]2[C:6]([CH:7]=[C:8]([C:28]3[CH:33]=[CH:32][N:31]=[C:30]([NH:34][CH3:35])[N:29]=3)[CH:9]=[C:10]2[NH:13][CH2:14][CH2:15][CH2:16][N:17]2C(=O)C3C(=CC=CC=3)C2=O)=[CH:5][CH:4]=1.O.NN>C(O)C>[CH3:1][O:2][C:3]1[CH:12]=[C:11]2[C:6]([CH:7]=[C:8]([C:28]3[CH:33]=[CH:32][N:31]=[C:30]([NH:34][CH3:35])[N:29]=3)[CH:9]=[C:10]2[NH:13][CH2:14][CH2:15][CH2:16][NH2:17])=[CH:5][CH:4]=1 |f:1.2|. Procedure: To a solution of 2-(3-((7-methoxy-3-(2-(methylamino)pyrimidin-4-yl)naphthalen-1-yl) amino)propyl)isoindoline-1,3-dione 181 (95 mg) in ethanol (10 ml) was added hydrazine hydrate (0.1 ml) and the mixture stirred at 80° C. 3 hours. After cooling the mixture in an ice bath the precipitate formed was filtered off and washed with ice cold ethanol. The filtrate was evaporated to dryness to yield N1-(7-methoxy-3-(2-(methylamino)pyrimidin-4-yl)naphthalen-1-yl) propane-1,3-diamine 182 as a yellow solid w... Starting materials: NC1=NC(=NC(=N1)OC)OC (2-amino-4,6-dimethoxy-1,3,5-triazine), ClC1=C(C=CC=C1)S(=O)(=O)N=C=O (2-chlorobenzenesulfonyl isocyanate). Solvent: C(Cl)Cl (methylene chloride). Yields the product COC1=NC(=NC(=N1)OC)NC(=O)NS(=O)(=O)C1=C(C=CC=C1)Cl (N-[(4,6-dimethoxy-1,3,5-triazin-2-yl)aminocarbonyl]-2-chlorobenzenesulfonamide). Reaction SMILES: [NH2:1][C:2]1[N:7]=[C:6]([O:8][CH3:9])[N:5]=[C:4]([O:10][CH3:11])[N:3]=1.[Cl:12][C:13]1[CH:18]=[CH:17][CH:16]=[CH:15][C:14]=1[S:19]([N:22]=[C:23]=[O:24])(=[O:21])=[O:20]>C(Cl)Cl>[CH3:9][O:8][C:6]1[N:5]=[C:4]([O:10][CH3:11])[N:3]=[C:2]([NH:1][C:23]([NH:22][S:19]([C:14]2[CH:15]=[CH:16][CH:17]=[CH:18][C:13]=2[Cl:12])(=[O:20])=[O:21])=[O:24])[N:7]=1. Procedure details: To 15.6 g of 2-amino-4,6-dimethoxy-1,3,5-triazine in 300 ml of dry methylene chloride containing 0.1 g 1,4-diazabicyclo[2,2,2]octane was added 21 g 2-chlorobenzenesulfonyl isocyanate with stirring. The mixture was stirred for 16 hours and the resultant solid was removed by filtration. After washing the solid with 1-chlorobutane, the resulting product, N-[(4,6-dimethoxy-1,3,5-triazin-2-yl)-aminocarbonyl]-2-chlorobenzenesulfonamide melted at 188°-189° C. Infrared absorption analysis showed absorpt... The reactants are NC=1N=CC2=C(N1)N=C(C(=C2)C2=C(C=CC=C2)C)N (2,7-diamino-6-o-tolyl-pyrido[2,3-d]pyrimidine), [H-].[Na+] (sodium hydride), C(C)(C)(C)N=C=O (t-butylisocyanate). Product: C(C)(C)(C)NC(=O)NC=1N=CC2=C(N1)N=C(C(=C2)C2=C(C=CC=C2)C)NC(=O)NC(C)(C)C (1-tert-Butyl-3-[7-(3-tert-butylureido)-6-o-tolyl-pyrido[2,3-d]pyrimidin-2-yl]urea). Reaction SMILES: [NH2:1][C:2]1[N:3]=[CH:4][C:5]2[CH:11]=[C:10]([C:12]3[CH:17]=[CH:16][CH:15]=[CH:14][C:13]=3[CH3:18])[C:9]([NH2:19])=[N:8][C:6]=2[N:7]=1.[H-].[Na+].[C:22]([N:26]=[C:27]=[O:28])([CH3:25])([CH3:24])[CH3:23]>CN(C)C=O>[C:22]([NH:26][C:27]([NH:1][C:2]1[N:3]=[CH:4][C:5]2[CH:11]=[C:10]([C:12]3[CH:17]=[CH:16][CH:15]=[CH:14][C:13]=3[CH3:18])[C:9]([NH:19][C:27]([NH:26][C:22]([CH3:25])([CH3:24])[CH3:23])=[O:28])=[N:8][C:6]=2[N:7]=1)=[O:28])([CH3:25])([CH3:24])[CH3:23] |f:1.2|. Run in CN(C=O)C (dimethylformamide). Procedure details: A suspension of 0.5 g of 2,7-diamino-6-o-tolyl-pyrido[2,3-d]pyrimidine, prepared as described above in Example 1, in 10 mL of dimethylformamide is reacted with 0.16 g of 60% sodium hydride and stirred at ambient temperature for 1.5 hours. To the suspension is added 0.49 mL of t-butylisocyanate and the mixture stirred overnight at ambient temperature. The reaction mixture is filtered to remove insoluble salts and the filtrate evaporated under reduced pressure. The residue is diluted with water, t... Conditions: time 1.5 hour.